From a dataset of the Open Reaction Database (ORD), a public repository of structured organic reaction records. describe an organic reaction: reactants, conditions, products, and yield Reactants: Nc1ccc([N+](=O)[O-])cc1Cl, ClCCl, O=C(O)c1ccccc1O, ClP(Cl)Cl. Product: O=C(Nc1ccc([N+](=O)[O-])cc1Cl)c1ccccc1O. Reaction SMILES: [Cl:11][c:12]1[c:13]([NH2:14])[cH:15][cH:16][c:17]([N+:19](=[O:20])[O-:21])[cH:18]1.[Cl:26][CH2:27][Cl:28].[OH:1][C:2](=[O:3])[c:4]1[cH:5][cH:6][cH:7][cH:8][c:9]1[OH:10].[P:22]([Cl:23])([Cl:24])[Cl:25]>>[C:2](=[O:3])([c:4]1[cH:5][cH:6][cH:7][cH:8][c:9]1[OH:10])[NH:14][c:13]1[c:12]([Cl:11])[cH:18][c:17]([N+:19](=[O:20])[O-:21])[cH:16][cH:15]1. Reactants: OC1CCNCC1 (4-hydroxypiperidine), O=C1CCN(CC1)C(=O)OC(C)(C)C (tert-butyl 4-oxopiperidine-1-carboxylate), [C-]#N.C(C)[Al+]CC (diethylaluminum cyanide), C1(=CC=CC=C1)C (toluene). The reagents and catalysts are CC([O-])C.[Ti+4].CC([O-])C.CC([O-])C.CC([O-])C (titanium isopropoxide). Run in ClCCCl (1,2-dichloroethane), CCOC(=O)C (EtOAc). Conditions: time 18 hour. Product: C(#N)C1(CCN(CC1)C(=O)OC(C)(C)C)N1CCC(CC1)O (tert-butyl 4-cyano-4-(4-hydroxy-1-piperidyl)piperidine-1-carboxylate). Yield: 95.0%. As a reaction SMILES: [OH:1][CH:2]1[CH2:7][CH2:6][NH:5][CH2:4][CH2:3]1.O=[C:9]1[CH2:14][CH2:13][N:12]([C:15]([O:17][C:18]([CH3:21])([CH3:20])[CH3:19])=[O:16])[CH2:11][CH2:10]1.[C-:22]#[N:23].C([Al+]CC)C.C1(C)C=CC=CC=1>ClCCCl.CCOC(C)=O.CC(C)[O-].[Ti+4].CC(C)[O-].CC(C)[O-].CC(C)[O-]>[C:22]([C:9]1([N:5]2[CH2:6][CH2:7][CH:2]([OH:1])[CH2:3][CH2:4]2)[CH2:14][CH2:13][N:12]([C:15]([O:17][C:18]([CH3:21])([CH3:20])[CH3:19])=[O:16])[CH2:11][CH2:10]1)#[N:23] |f:2.3,7.8.9.10.11|. Procedure: To a stirred solution of 4-hydroxypiperidine (2.02 g, 20.0 mmol) and tert-butyl 4-oxopiperidine-1-carboxylate (3.99 g, 20.0 mmol) in 1,2-dichloroethane (50 mL) was added titanium isopropoxide (4.6 mL, 22.0 mmol) and the mixture was stirred for 18 h at room temperature. A solution of diethylaluminum cyanide in toluene (1M, 48.0 mL, 48.0 mmol) was added and stirred at room temperature for 24 h. Diluted with EtOAc and the reaction was quenched at 0° C. with saturated NaHCO3 (20 mL). The mixture was...